From a dataset of the Open Reaction Database (ORD), a public repository of structured organic reaction records. describe an organic reaction: reactants, conditions, products, and yield Starting materials: CC=1CC2=CC=CC(=C2C1)C1=CC=CC=C1 (2-methyl-4-phenylindene), C[SiH](C)N(C(C)(C)C)Cl (dimethylsilyl(t-butylamino)chloride). The solvent is C1CCOC1 (THF), C1CCOC1 (THF), C1CCOC1 (THF). Conditions: time 16 hour. Product: CC=1C(C2=CC=CC(=C2C1)C1=CC=CC=C1)[Si](C)(C)NC(C)(C)C ((2-methyl-4-phenylindenyl)(t-butylamino)dimethylsilane). Yield: 82.0%. Reaction SMILES: [CH3:1][C:2]1[CH2:3][C:4]2[C:9]([CH:10]=1)=[C:8]([C:11]1[CH:16]=[CH:15][CH:14]=[CH:13][CH:12]=1)[CH:7]=[CH:6][CH:5]=2.[CH3:17][SiH:18]([N:20](Cl)[C:21]([CH3:24])([CH3:23])[CH3:22])[CH3:19]>C1COCC1>[CH3:1][C:2]1[CH:3]([Si:18]([NH:20][C:21]([CH3:24])([CH3:23])[CH3:22])([CH3:19])[CH3:17])[C:4]2[C:9]([CH:10]=1)=[C:8]([C:11]1[CH:16]=[CH:15][CH:14]=[CH:13][CH:12]=1)[CH:7]=[CH:6][CH:5]=2. Procedure: 2-methyl-4-phenylindene (synthesized substantially according to the technique reported in U.S. Pat. No. 5,329.033) (3.00 g, 0.014 moles) in THF (10 mL) was added dropwise to a stirring solution of KH (0.601 g, 0.0150 moles) in THF (50 mL). This mixture was allowed to stir for 16 hours. The solution was then filtered and added dropwise to a solution of dimethylsilyl(t-butylamino)chloride (2.41 g, 0.0145 moles) in THF (75 mL). This mixture was allowed to stir for 16 hours. After the reaction perio... Reactants: C(C1=CC=CC=C1)(C1=CC=CC=C1)=NC1=NC(=CC(=C1)C(=O)C1=CN(C=2N=CN=C(C21)Cl)C(C)C)OC ([2-(Benzhydrylidene-amino)-6-methoxy-pyridin-4-yl]-(4-chloro-7-isopropyl-7H-pyrrolo[2,3-d]pyrimidin-5-yl)-methanone), [OH-].[NH4+] (ammonium hydroxide). The solvent is O1CCOCC1 (dioxane). Run at temperature 45 celsius, time 12 hour. Product: NC=1C2=C(N=CN1)N(C=C2C(=O)C2=CC(=NC(=C2)OC)N)C(C)C ((4-Amino-7-isopropyl-7 H-pyrrolo[2,3-d]pyrimidin-5-yl )-(2-amino-6-methoxy-pyridin-4-yl)-methanone). Yield: 73.0%. RXN SMILES: C(=[N:14][C:15]1[CH:20]=[C:19]([C:21]([C:23]2[C:31]3[C:30](Cl)=[N:29][CH:28]=[N:27][C:26]=3[N:25]([CH:33]([CH3:35])[CH3:34])[CH:24]=2)=[O:22])[CH:18]=[C:17]([O:36][CH3:37])[N:16]=1)(C1C=CC=CC=1)C1C=CC=CC=1.[OH-].[NH4+:39]>O1CCOCC1>[NH2:39][C:30]1[C:31]2[C:23]([C:21]([C:19]3[CH:18]=[C:17]([O:36][CH3:37])[N:16]=[C:15]([NH2:14])[CH:20]=3)=[O:22])=[CH:24][N:25]([CH:33]([CH3:34])[CH3:35])[C:26]=2[N:27]=[CH:28][N:29]=1 |f:1.2|. Procedure: [2-(Benzhydrylidene-amino)-6-methoxy-pyridin-4-yl]-(4-chloro-7-isopropyl-7H-pyrrolo[2,3-d]pyrimidin-5-yl)-methanone (7.31 g, 14.3 mmol) was added to a solution of ammonium hydroxide (150 mL) in dioxane (150 mL) and stirred at 45° C. in a sealed tube for 12 h. The reaction mixture was concentrated in vacuo, dissolved in hot CH2Cl2 (150 mL), and washed with water (3×100 mL). The aqueous layer was extracted with CH2Cl2 (3×100 mL) and the combined organic extracts were dried (Na2SO4), filtered, and ... Starting materials: [BH4-], [Li]CCCC, CCOCC, COCCOCOCc1c(OC)ccc2c1Sc1cc(OC)ccc1N2C, COCCOCOCc1c(OC)ccc2c1Sc1c(ccc(OC)c1C=O)N2C, O=CN1CCCCC1, [Li+], C1CCOC1, C1CCOC1. Yields the product COCCOCOCc1c(OC)ccc2c1Sc1c(ccc(OC)c1CO)N2C. As a reaction SMILES: [BH4-:70].[CH2:28]([Li:29])[CH2:30][CH2:31][CH3:32].[CH2:77]([O:78][CH2:79][CH3:80])[CH3:81].[CH3:1][O:2][c:3]1[cH:4][cH:5][c:6]2[c:12]([c:13]1[CH2:14][O:15][CH2:16][O:17][CH2:18][CH2:19][O:20][CH3:21])[S:11][c:10]1[c:9]([cH:27][cH:26][c:23]([O:24][CH3:25])[cH:22]1)[N:7]2[CH3:8].[CH3:41][O:42][c:43]1[cH:44][cH:45][c:46]2[c:55]([c:56]1[CH:57]=[O:58])[S:54][c:53]1[c:48]([cH:49][cH:50][c:51]([O:67][CH3:68])[c:52]1[CH2:59][O:60][CH2:61][O:62][CH2:63][CH2:64][O:65][CH3:66])[N:47]2[CH3:69].[CH:33]([N:34]1[CH2:35][CH2:36][CH2:37][CH2:38][CH2:39]1)=[O:40].[Li+:71].[O:72]1[CH2:73][CH2:74][CH2:75][CH2:76]1.[O:82]1[CH2:83][CH2:84][CH2:85][CH2:86]1>>[CH3:41][O:42][c:43]1[cH:44][cH:45][c:46]2[c:55]([c:56]1[CH2:57][OH:58])[S:54][c:53]1[c:48]([cH:49][cH:50][c:51]([O:67][CH3:68])[c:52]1[CH2:59][O:60][CH2:61][O:62][CH2:63][CH2:64][O:65][CH3:66])[N:47]2[CH3:69]. Reactants: COC(C1=CC(=C(C=C1)[Sn](CCCC)(CCCC)CCCC)OC)=O (3-methoxy-4-tributylstannanyl-benzoic acid methyl ester), C(C1=CC=CC=C1)OC1=CC(=C(C=O)C=C1OC)Br (4-benzyloxy-2-bromo-5-methoxy-benzaldehyde). The reagents and catalysts are [Cu]I (CuI), C1=CC=C(C=C1)P([C-]2C=CC=C2)C3=CC=CC=C3.C1=CC=C(C=C1)P([C-]2C=CC=C2)C3=CC=CC=C3.Cl[Pd]Cl.[Fe+2] (Pd(dppf)Cl2). Run in C(C)#N (acetonitrile). The product is COC(=O)C1=CC(=C(C=C1)C1=C(C=C(C(=C1)OCC1=CC=CC=C1)OC)C=O)OC (5′-benzyloxy-2′-formyl-2,4′-dimethoxy-biphenyl-4-carboxylic acid methyl ester). Isolated yield 54.3%. Reaction SMILES: [CH3:1][O:2][C:3](=[O:25])[C:4]1[CH:9]=[CH:8][C:7]([Sn](CCCC)(CCCC)CCCC)=[C:6]([O:23][CH3:24])[CH:5]=1.[CH2:26]([O:33][C:34]1[C:41]([O:42][CH3:43])=[CH:40][C:37]([CH:38]=[O:39])=[C:36](Br)[CH:35]=1)[C:27]1[CH:32]=[CH:31][CH:30]=[CH:29][CH:28]=1>C(#N)C.[Cu]I.C1C=CC(P(C2C=CC=CC=2)[C-]2C=CC=C2)=CC=1.C1C=CC(P(C2C=CC=CC=2)[C-]2C=CC=C2)=CC=1.Cl[Pd]Cl.[Fe+2]>[CH3:1][O:2][C:3]([C:4]1[CH:9]=[CH:8][C:7]([C:36]2[CH:35]=[C:34]([O:33][CH2:26][C:27]3[CH:32]=[CH:31][CH:30]=[CH:29][CH:28]=3)[C:41]([O:42][CH3:43])=[CH:40][C:37]=2[CH:38]=[O:39])=[C:6]([O:23][CH3:24])[CH:5]=1)=[O:25] |f:4.5.6.7|. Procedure details: To a stirred solution of 3-methoxy-4-tributylstannanyl-benzoic acid methyl ester (16g, 35 mmol) and 4-benzyloxy-2-bromo-5-methoxy-benzaldehyde (9.4 g, 29 mmol) in acetonitrile (150 mL) were added CuI (5.5 g, 29 mmol) and Pd(dppf)Cl2 (4.2 g, 6 mmol). The resulting mixture was refluxed for 14 h under argon and concentrated. The residue was purified by column chromatography (4:1 hexane/EtOAc) to provide 5′-benzyloxy-2′-formyl-2,4′-dimethoxy-biphenyl-4-carboxylic acid methyl ester (6.4 g, 54%). The reactants are BrB(Br)Br, CCOC(=O)c1csc2cc(OC)ccc12, CCOC(C)=O, ClCCl, [Na+], O=C([O-])O. Yields the product CCOC(=O)c1csc2cc(O)ccc12. As a reaction SMILES: [B:17]([Br:18])([Br:19])[Br:20].[CH2:1]([CH3:2])[O:3][C:4](=[O:5])[c:6]1[c:7]2[c:8]([s:9][cH:10]1)[cH:11][c:12]([O:15][CH3:16])[cH:13][cH:14]2.[CH3:29][CH2:30][O:31][C:32]([CH3:33])=[O:34].[Cl:26][CH2:27][Cl:28].[Na+:25].[O-:21][C:22]([OH:23])=[O:24]>>[CH2:1]([CH3:2])[O:3][C:4](=[O:5])[c:6]1[c:7]2[c:8]([s:9][cH:10]1)[cH:11][c:12]([OH:15])[cH:13][cH:14]2. Reactants: C1COCCN1, ClCCl, O=C(O)CC(O)(CC(=O)O)C(=O)O, Cc1cc(C)cc(C=C(C(=O)On2nnc3ccccc32)c2ccc(Oc3ccc(CC4SC(=O)NC4=O)cc3)cc2)c1. Yields the product Cc1cc(C)cc(C=C(C(=O)N2CCOCC2)c2ccc(Oc3ccc(CC4SC(=O)NC4=O)cc3)cc2)c1. As a reaction SMILES: [CH2:44]1[CH2:45][O:46][CH2:47][CH2:48][NH:49]1.[Cl:63][CH2:64][Cl:65].[OH:50][C:51]([CH2:52][C:53]([C:54](=[O:55])[OH:56])([CH2:57][C:58](=[O:59])[OH:60])[OH:61])=[O:62].[n:1]1([O:10][C:11](=[O:2])[C:12](=[CH:13][c:14]2[cH:15][c:16]([CH3:21])[cH:17][c:18]([CH3:20])[cH:19]2)[c:22]2[cH:23][cH:24][c:25]([O:28][c:29]3[cH:30][cH:31][c:32]([CH2:35][CH:36]4[C:37](=[O:42])[NH:38][C:39](=[O:41])[S:40]4)[cH:33][cH:34]3)[cH:26][cH:27]2)[c:3]2[cH:4][cH:5][cH:6][cH:7][c:8]2[n:9][n:43]1>>[O:10]=[C:11]([C:12](=[CH:13][c:14]1[cH:15][c:16]([CH3:21])[cH:17][c:18]([CH3:20])[cH:19]1)[c:22]1[cH:23][cH:24][c:25]([O:28][c:29]2[cH:30][cH:31][c:32]([CH2:35][CH:36]3[C:37](=[O:42])[NH:38][C:39](=[O:41])[S:40]3)[cH:33][cH:34]2)[cH:26][cH:27]1)[N:49]1[CH2:44][CH2:45][O:46][CH2:47][CH2:48]1.